This data is from the Open Reaction Database (ORD), a public repository of structured organic reaction records. The task is: describe an organic reaction: reactants, conditions, products, and yield Reactants: OC1=C(C(=O)OC)C=CC(=C1O)OC (methyl 2,3-dihydroxy-4-methoxybenzoate), BrCCBr (1,2-dibromo-ethane), C(=O)([O-])[O-].[K+].[K+] (K2CO3), CuO. The solvent is CN(C)C=O (DMF). Run at time 6 hour. Product: COC1=CC=C(C2=C1OCCO2)C(=O)OC (methyl 2,3-dihydro-8-methoxy-1,4-benzodioxin-5-carboxylate). Yield: 81.3%. RXN SMILES: [OH:1][C:2]1[C:11]([OH:12])=[C:10]([O:13][CH3:14])[CH:9]=[CH:8][C:3]=1[C:4]([O:6][CH3:7])=[O:5].Br[CH2:16][CH2:17]Br.C([O-])([O-])=O.[K+].[K+]>CN(C=O)C>[CH3:14][O:13][C:10]1[C:11]2[O:12][CH2:16][CH2:17][O:1][C:2]=2[C:3]([C:4]([O:6][CH3:7])=[O:5])=[CH:8][CH:9]=1 |f:2.3.4|. Procedure: A mixture of methyl 2,3-dihydroxy-4-methoxybenzoate (0.176 mol), 1,2-dibromo-ethane (0.282 mol), K2CO3 (0.444 mol) and CuO (1.4 g) in DMF (1000 ml) was stirred for 6 hours, cooled, filtered and the filtrate was evaporated. Water (300 ml) was added. The mixture was extracted twice with DCM (300 ml). The organic layer was separated, washed with a saturated NaHCO3 solution, dried, filtered and the solvent was evaporated. The residue was triturated in DIPE. The precipitate was filtered off and dried... Starting materials: C(C(=O)Cl)(=O)Cl (oxalyl chloride), ClC1=CC=C(C=C1)C1=NC=2C(=NC=CC2)N1CCC(=O)O (2-(4-chlorophenyl)-3H-imidazo[4,5-b]pyridine-3-propanoic acid), CN(C=O)C (dimethylformamide), O (water), CN(C1=C(C=CC=C1)N)C (N,N-dimethylphenylenediamine), CN(C=O)C (dimethylformamide). Solvent: C(C)N(CC)CC (Triethylamine). The product is ClC1=CC=C(C=C1)C1=NC=2C(=NC=CC2)N1CCC(=O)NC1=CC=C(C=C1)N(C)C (2-(4-Chlorophenyl)-N-[4-(dimethylamino)phenyl]-3H-imidazo[4,5-b]-pyridine-3-propanamide). The yield is 20.0%. RXN SMILES: C(Cl)(=O)C(Cl)=O.[Cl:7][C:8]1[CH:13]=[CH:12][C:11]([C:14]2[N:22]([CH2:23][CH2:24][C:25]([OH:27])=O)[C:17]3=[N:18][CH:19]=[CH:20][CH:21]=[C:16]3[N:15]=2)=[CH:10][CH:9]=1.[CH3:28][N:29]([CH3:37])[C:30]1[CH:35]=[CH:34][CH:33]=[CH:32][C:31]=1N.O.C[N:40](C)C=O>C(N(CC)CC)C>[Cl:7][C:8]1[CH:13]=[CH:12][C:11]([C:14]2[N:22]([CH2:23][CH2:24][C:25]([NH:40][C:33]3[CH:34]=[CH:35][C:30]([N:29]([CH3:37])[CH3:28])=[CH:31][CH:32]=3)=[O:27])[C:17]3=[N:18][CH:19]=[CH:20][CH:21]=[C:16]3[N:15]=2)=[CH:10][CH:9]=1. Reported procedure: Under a nitrogen atmosphere, oxalyl chloride (1.75 g, 0.0138 mole) was added dropwise, slowly, to a stirred and chilled (10° C.) suspension of 2-(4-chlorophenyl)-3H-imidazo[4,5-b]pyridine-3-propanoic acid (4.0 g, 0.0133 mole) in anhydrous dimethylformamide (20 ml). A yellow solid formed. The suspension was stirred at room temperature for a few minutes and then a solution of N,N-dimethylphenylenediamine (2.0 g, 0.0147 mole) in dimethylformamide (25 ml) was added. The resulting purple solution was...